From a dataset of the Open Reaction Database (ORD), a public repository of structured organic reaction records. describe an organic reaction: reactants, conditions, products, and yield The reactants are BrB(Br)Br, C1CCOC1, CSC, COc1ccc2c(c1)Cc1cnn(CC(C)N)c1-2, ClCCCl, [Na+], O=C([O-])O. Yields the product CC(N)Cn1ncc2c1-c1ccc(O)cc1C2. Reaction SMILES: [B:22]([Br:23])([Br:24])[Br:25].[CH2:26]1[O:27][CH2:28][CH2:29][CH2:30]1.[CH3:19][S:20][CH3:21].[CH3:1][O:2][c:3]1[cH:4][c:5]2[c:16]([cH:17][cH:18]1)-[c:8]1[c:7]([cH:11][n:10][n:9]1[CH2:12][CH:13]([CH3:14])[NH2:15])[CH2:6]2.[Cl:36][CH2:37][CH2:38][Cl:39].[Na+:35].[O-:31][C:32]([OH:33])=[O:34]>>[OH:2][c:3]1[cH:4][c:5]2[c:16]([cH:17][cH:18]1)-[c:8]1[c:7]([cH:11][n:10][n:9]1[CH2:12][CH:13]([CH3:14])[NH2:15])[CH2:6]2. Starting materials: NC1=NC=C(C(=C1[N+](=O)[O-])Cl)Cl (2-amino-4,5-dichloro-3-nitropyridine), C(C)(C)N(CC)C(C)C (diisopropylethylamine), ClC1=CC=C(CN2CCNCC2)C=C1 (1-(4-chlorobenzyl)piperazine). The solvent is C(C)(C)O (isopropanol), C(C)(C)O (isopropanol). Conditions: temperature 45 celsius. Product: ClC=1C(=C(C(=NC1)N)[N+](=O)[O-])N1CCN(CC1)CC1=CC=C(C=C1)Cl (5-Chloro-4-(4-(4-chlorobenzyl)piperazin-1-yl)-3-nitropyridin-2-amine), solid. Yield: 77.0%. Reaction SMILES: [NH2:1][C:2]1[C:7]([N+:8]([O-:10])=[O:9])=[C:6](Cl)[C:5]([Cl:12])=[CH:4][N:3]=1.[Cl:13][C:14]1[CH:26]=[CH:25][C:17]([CH2:18][N:19]2[CH2:24][CH2:23][NH:22][CH2:21][CH2:20]2)=[CH:16][CH:15]=1.C(N(C(C)C)CC)(C)C>C(O)(C)C>[Cl:12][C:5]1[C:6]([N:22]2[CH2:21][CH2:20][N:19]([CH2:18][C:17]3[CH:25]=[CH:26][C:14]([Cl:13])=[CH:15][CH:16]=3)[CH2:24][CH2:23]2)=[C:7]([N+:8]([O-:10])=[O:9])[C:2]([NH2:1])=[N:3][CH:4]=1. Reported procedure: To a mixture of 2-amino-4,5-dichloro-3-nitropyridine (0.152 g, 0.73 mmol) and isopropanol (22 mL) was added 1-(4-chlorobenzyl)piperazine (0.165 g, 0.78 mmol) followed by diisopropylethylamine (0.17 mL, 0.97 mmol). The reaction mixture was heated at 45° C. for 18 h, then allowed to cool to room temperature, and diluted with isopropanol (5 mL). The precipitate was collected by filtration, washed with isopropanol and diethyl ether. The title compound was thus obtained as a yellow solid (0.215 g, 77... Starting materials: ester, Cl.COC([C@@H](N)CC1=CNC2=CC=CC=C12)=O (L-tryptophan methyl ester hydrochloride), N1=CC=CC=C1 (pyridine). Run in ClCCl (dichloromethane). The product is N[C@@H](CC1=CNC2=CC=CC=C12)C(=O)N (trytophan amide). Reaction SMILES: Cl.CO[C:4](=[O:17])[C@H:5]([CH2:7][C:8]1[C:16]2[C:11](=[CH:12][CH:13]=[CH:14][CH:15]=2)[NH:10][CH:9]=1)[NH2:6].[N:18]1C=CC=CC=1>ClCCl>[NH2:6][C@H:5]([C:4]([NH2:18])=[O:17])[CH2:7][C:8]1[C:16]2[C:11](=[CH:12][CH:13]=[CH:14][CH:15]=2)[NH:10][CH:9]=1 |f:0.1|. Procedure: A solution of the active ester VIII (0.035 g, 0.06 mmol), L-tryptophan methyl ester hydrochloride (0.049 g, 0.19 mmol) and pyridine (0.015 g, 0.19 mmol) in dichloromethane (20 ml) was stirred overnight. The solvent was removed under reduced pressure and the residue purified by column chromatography (ethyl acetate elution) to yield the trytophan amide as a dark red crystalline solid. The reactants are C1(=CC=C(C=C1)S(=O)(=O)O)C (p-toluenesulfonic acid), CO (methanol), CO (methanol), ClC1=CC=C(C=C1)P(C1=CC=C(C=C1)Cl)C1=CC=C(C=C1)Cl (tri-(4-chlorophenyl)phosphine), [H][H] (hydrogen), 6-deoxy-6-demethyl-6-methylene-5-hydroxytetracycline hydrochloride, C[C@@H]1[C@H]2[C@@H]([C@H]3[C@@H](C(=O)C(=C([C@]3(C(=O)C2=C(C4=C1C=CC=C4O)O)O)O)C(=O)N)N(C)C)O (α-6-deoxy-5-hydroxytetracycline). Reagents/catalysts: [Rh] (rhodium-on-carbon). Run at temperature 62 celsius. Product: C[C@@H]1[C@H]2[C@@H]([C@H]3[C@@H](C(=O)C(=C([C@]3(C(=O)C2=C(C4=C1C=CC=C4O)O)O)O)C(=O)N)N(C)C)O (α-6-deoxy-5-hydroxytetracycline), S(=O)(=O)(O)C1=CC=C(C(C(=O)O)=C1)O (5-sulfosalicyclic acid). As a reaction SMILES: ClC1C=CC(P(C2C=CC(Cl)=CC=2)C2C=CC(Cl)=CC=2)=CC=1.C1(C)C=CC([S:29]([OH:32])(=[O:31])=[O:30])=CC=1.[H][H].[CH3:36][C@H:37]1[C:52]2[CH:53]=[CH:54][CH:55]=[C:56]([OH:57])[C:51]=2[C:50]([OH:58])=[C:49]2[C@@H:38]1[C@H:39]([OH:67])[C@@H:40]1[C@:46]([OH:59])([C:47]2=[O:48])[C:45]([OH:60])=[C:44]([C:61]([NH2:63])=[O:62])[C:42](=[O:43])[C@H:41]1[N:64]([CH3:66])[CH3:65].C[OH:69]>[Rh]>[CH3:36][C@H:37]1[C:52]2[CH:53]=[CH:54][CH:55]=[C:56]([OH:57])[C:51]=2[C:50]([OH:58])=[C:49]2[C@@H:38]1[C@H:39]([OH:67])[C@@H:40]1[C@:46]([OH:59])([C:47]2=[O:48])[C:45]([OH:60])=[C:44]([C:61]([NH2:63])=[O:62])[C:42](=[O:43])[C@H:41]1[N:64]([CH3:66])[CH3:65].[S:29]([C:53]1[CH:52]=[C:51]([C:50]([OH:58])=[O:69])[C:56]([OH:57])=[CH:55][CH:54]=1)([OH:32])(=[O:31])=[O:30]. Reported procedure: A Parr bottle is charged with 5% rhodium-on-carbon (2.88 gms., 50% wet material; 0.70 mM of rhodium), tri-(4-chlorophenyl)phosphine (0.76 gms., 2.1 mM) in 13 cc. methanol. The mixture is shaken for a half-hour at 62°C., under nitrogen atmosphere, at the end of which time a solution of 3.39 gms., 7.0 mM, of 6-deoxy-6-demethyl-6-methylene-5-hydroxytetracycline hydrochloride in 37 cc. of methanol, containing 7.0 mM of p-toluenesulfonic acid, is added. The bottle is then filled with hydrogen at 50 p... The reactants are C(O)([O-])=O.[Na+] (sodium hydrogen carbonate), BrC1=C(OC2=C1C=C(C=C2)OC)C(=O)C2CCCCC2 ((3-bromo-5-methoxy-1-benzofuran-2-yl)(cyclohexyl)methanone), NC1=CC=C(C(=O)OC)C=C1 (methyl 4-aminobenzoate), C(O)([O-])=O.[Na+] (sodium hydrogen carbonate), solution, C(#N)[BH3-].[Na+] (sodium cyanoborohydride). The reagents and catalysts are [Ti](Cl)(Cl)(Cl)Cl (titanium (IV) chloride). Solvent: C(Cl)Cl (methylene chloride), C(C)N(CC)CC (triethylamine), O1CCCC1 (tetrahydrofuran), C(C)(=O)O (acetic acid). Reaction conditions: time 8 hour. Product: BrC1=C(OC2=C1C=C(C=C2)OC)C(C2CCCCC2)NC2=CC=C(C(=O)OC)C=C2 (methyl 4-{[(3-bromo-5-methoxy-1-benzofuran-2-yl)(cyclohexyl)methyl]amino}benzoate). Yield: 68.6%. Reaction SMILES: [Br:1][C:2]1[C:6]2[CH:7]=[C:8]([O:11][CH3:12])[CH:9]=[CH:10][C:5]=2[O:4][C:3]=1[C:13]([CH:15]1[CH2:20][CH2:19][CH2:18][CH2:17][CH2:16]1)=O.[NH2:21][C:22]1[CH:31]=[CH:30][C:25]([C:26]([O:28][CH3:29])=[O:27])=[CH:24][CH:23]=1.C(=O)([O-])O.[Na+].C([BH3-])#N.[Na+]>O1CCCC1.[Ti](Cl)(Cl)(Cl)Cl.C(O)(=O)C.C(Cl)Cl.C(N(CC)CC)C>[Br:1][C:2]1[C:6]2[CH:7]=[C:8]([O:11][CH3:12])[CH:9]=[CH:10][C:5]=2[O:4][C:3]=1[CH:13]([NH:21][C:22]1[CH:23]=[CH:24][C:25]([C:26]([O:28][CH3:29])=[O:27])=[CH:30][CH:31]=1)[CH:15]1[CH2:20][CH2:19][CH2:18][CH2:17][CH2:16]1 |f:2.3,4.5|. Procedure details: To a mixture of (3-bromo-5-methoxy-1-benzofuran-2-yl)(cyclohexyl)methanone (1.52 g) synthesized above, methyl 4-aminobenzoate (682 mg), triethylamine (5.03 mL) and methylene chloride (20 mL) was added titanium (IV) chloride (593 μL), and the mixture was stirred under argon atmosphere overnight at room temperature. Saturated aqueous sodium hydrogen carbonate solution was added to quench the reaction, and the reaction mixture was extracted with ethyl acetate. The extract was washed with saturated ... Reactants: BrB(Br)Br, COc1ccc2c(Oc3ccc(C=CC(=O)O)cc3)c(-c3ccccc3)c(C3CC3)cc2c1, ClCCl. Product: O=C(O)C=Cc1ccc(Oc2c(-c3ccccc3)c(C3CC3)cc3cc(O)ccc23)cc1. As a reaction SMILES: [B:34]([Br:35])([Br:36])[Br:37].[CH:1]1([c:4]2[c:5](-[c:28]3[cH:29][cH:30][cH:31][cH:32][cH:33]3)[c:6]([O:16][c:17]3[cH:18][cH:19][c:20]([CH:23]=[CH:24][C:25](=[O:26])[OH:27])[cH:21][cH:22]3)[c:7]3[cH:8][cH:9][c:10]([O:14][CH3:15])[cH:11][c:12]3[cH:13]2)[CH2:2][CH2:3]1.[Cl:38][CH2:39][Cl:40]>>[CH:1]1([c:4]2[c:5](-[c:28]3[cH:29][cH:30][cH:31][cH:32][cH:33]3)[c:6]([O:16][c:17]3[cH:18][cH:19][c:20]([CH:23]=[CH:24][C:25](=[O:26])[OH:27])[cH:21][cH:22]3)[c:7]3[cH:8][cH:9][c:10]([OH:14])[cH:11][c:12]3[cH:13]2)[CH2:2][CH2:3]1. Reactants: O=C(O)c1ccc(C(OCCn2ccnc2)c2ccc(F)cc2)cc1-c1ccc(F)cc1, CSCCC(N)C(=O)OC1CCN(C)CC1. Yields the product CSCCC(NC(=O)c1ccc(C(OCCn2ccnc2)c2ccc(F)cc2)cc1-c1ccc(F)cc1)C(=O)OC1CCN(C)CC1. RXN SMILES: [F:1][c:2]1[cH:3][cH:4][c:5](-[c:8]2[c:9]([C:10](=[O:11])[OH:12])[cH:13][cH:14][c:15]([CH:17]([c:18]3[cH:19][cH:20][c:21]([F:24])[cH:22][cH:23]3)[O:25][CH2:26][CH2:27][n:28]3[cH:29][n:30][cH:31][cH:32]3)[cH:16]2)[cH:6][cH:7]1.[NH2:33][CH:34]([C:35](=[O:36])[O:37][CH:38]1[CH2:39][CH2:40][N:41]([CH3:44])[CH2:42][CH2:43]1)[CH2:45][CH2:46][S:47][CH3:48]>>[F:1][c:2]1[cH:3][cH:4][c:5](-[c:8]2[c:9]([C:10](=[O:11])[NH:33][CH:34]([C:35](=[O:36])[O:37][CH:38]3[CH2:39][CH2:40][N:41]([CH3:44])[CH2:42][CH2:43]3)[CH2:45][CH2:46][S:47][CH3:48])[cH:13][cH:14][c:15]([CH:17]([c:18]3[cH:19][cH:20][c:21]([F:24])[cH:22][cH:23]3)[O:25][CH2:26][CH2:27][n:28]3[cH:29][n:30][cH:31][cH:32]3)[cH:16]2)[cH:6][cH:7]1. The reactants are CO, FC(F)(F)c1cccc(CCl)c1, [Na], CN(C)C=O, O, Sc1nc2cnccc2[nH]1. Product: FC(F)(F)c1cccc(CSc2nc3cnccc3[nH]2)c1. Reaction SMILES: [CH3:25][OH:26].[Cl:12][CH2:13][c:14]1[cH:15][c:16]([C:20]([F:21])([F:22])[F:23])[cH:17][cH:18][cH:19]1.[Na:1].[O:27]=[CH:28][N:29]([CH3:30])[CH3:31].[OH2:24].[SH:2][c:3]1[nH:4][c:5]2[c:6]([cH:7][n:8][cH:9][cH:10]2)[n:11]1>>[S:2]([c:3]1[nH:4][c:5]2[c:6]([cH:7][n:8][cH:9][cH:10]2)[n:11]1)[CH2:13][c:14]1[cH:15][c:16]([C:20]([F:21])([F:22])[F:23])[cH:17][cH:18][cH:19]1.